From a dataset of the Open Reaction Database (ORD), a public repository of structured organic reaction records. describe an organic reaction: reactants, conditions, products, and yield Starting materials: CC1CNCC(N1)C, COC1=C(C=CC(=C1)Br)NC2=NC=C(C(=N2)C3=CN=C4N3C=CC=C4)Cl. The reagents and catalysts are C(=O)([O-])[O-].[Cs+].[Cs+], CC1(C2=C(C(=CC=C2)P(C3=CC=CC=C3)C4=CC=CC=C4)OC5=C1C=CC=C5P(C6=CC=CC=C6)C7=CC=CC=C7)C, CC(=O)O.CC(=O)O.[Pd]. Solvent: C1COCCO1. Conditions: temperature 140 celsius. Yields the product CC1CN(CC(N1)C)C2=CC(=C(C=C2)NC3=NC=C(C(=N3)C4=CN=C5N4C=CC=C5)Cl)OC. Yield: 0.0%. Reported procedure: N-(4-bromo-2-methoxyphenyl)-5-chloro-4-(imidazo[1,2-a]pyridin-3-yl)pyrimidin-2-amine (107 mg, 0.25 mmol), 2,6-dimethylpiperazine (28.4 mg, 0.25 mmol), (9,9-dimethyl-9H-xanthene-4,5-diyl)bis(diphenylphosphine) (5.75 mg, 9.94 µmol), diacetoxypalladium (1.116 mg, 4.97 µmol) and cesium carbonate (162 mg, 0.50 mmol) were suspended in 1,4-dioxane (2 mL) . The reaction was purged with nitrogen and heated to 140 °C for 6 hours in an oil bath.  Control LC/MS : no traces of expected product. Starting materials: CCO, Cl, COc1ccccc1CNc1ccc2c(C(=O)c3ccc(F)cc3)cccc2n1, NO, [Na+], [Na+], O=C([O-])[O-], O. The product is COc1ccccc1CNc1ccc2c(C(=NO)c3ccc(F)cc3)cccc2n1. As a reaction SMILES: [CH3:40][CH2:41][OH:42].[ClH:30].[F:1][c:2]1[cH:3][cH:4][c:5]([C:8](=[O:9])[c:10]2[c:11]3[cH:12][cH:13][c:14]([NH:20][CH2:21][c:22]4[c:23]([O:28][CH3:29])[cH:24][cH:25][cH:26][cH:27]4)[n:15][c:16]3[cH:17][cH:18][cH:19]2)[cH:6][cH:7]1.[NH2:31][OH:32].[Na+:33].[Na+:34].[O-:35][C:36](=[O:37])[O-:38].[OH2:39]>>[F:1][c:2]1[cH:3][cH:4][c:5]([C:8]([c:10]2[c:11]3[cH:12][cH:13][c:14]([NH:20][CH2:21][c:22]4[c:23]([O:28][CH3:29])[cH:24][cH:25][cH:26][cH:27]4)[n:15][c:16]3[cH:17][cH:18][cH:19]2)=[N:31][OH:32])[cH:6][cH:7]1. Starting materials: C1CCOC1, CCOC(C)=O, COC(=O)COc1ccc(OCc2nc(-c3cccc(OC4CCCC4)c3)cs2)cc1C, Cl, [Li+], [OH-], O. Yields the product Cc1cc(OCc2nc(-c3cccc(OC4CCCC4)c3)cs2)ccc1OCC(=O)O. Reaction SMILES: [CH2:42]1[O:43][CH2:44][CH2:45][CH2:46]1.[CH3:36][CH2:37][O:38][C:39]([CH3:40])=[O:41].[CH:1]1([O:6][c:7]2[cH:8][c:9](-[c:13]3[n:14][c:15]([CH2:18][O:19][c:20]4[cH:21][c:22]([CH3:32])[c:23]([O:24][CH2:25][C:26](=[O:27])[O:28][CH3:29])[cH:30][cH:31]4)[s:16][cH:17]3)[cH:10][cH:11][cH:12]2)[CH2:2][CH2:3][CH2:4][CH2:5]1.[ClH:35].[Li+:34].[OH-:33].[OH2:47]>>[CH:1]1([O:6][c:7]2[cH:8][c:9](-[c:13]3[n:14][c:15]([CH2:18][O:19][c:20]4[cH:21][c:22]([CH3:32])[c:23]([O:24][CH2:25][C:26](=[O:27])[OH:28])[cH:30][cH:31]4)[s:16][cH:17]3)[cH:10][cH:11][cH:12]2)[CH2:2][CH2:3][CH2:4][CH2:5]1. Reactants: C(C=C)(=O)N (acrylamide), C(C(=C)C)(=O)OCCN(C)C (dimethylaminoethyl methacrylate), S(O)(O)(=O)=O (sulfuric acid). Yields the product C(C=C)(=O)N.C(C(=C)C)(=O)OCCN(C)C (acrylamide dimethylaminoethyl methacrylate). RXN SMILES: [C:1]([NH2:5])(=[O:4])[CH:2]=[CH2:3].[C:6]([O:11][CH2:12][CH2:13][N:14]([CH3:16])[CH3:15])(=[O:10])[C:7]([CH3:9])=[CH2:8].S(=O)(=O)(O)O>>[C:1]([NH2:5])(=[O:4])[CH:2]=[CH2:3].[C:6]([O:11][CH2:12][CH2:13][N:14]([CH3:16])[CH3:15])(=[O:10])[C:7]([CH3:9])=[CH2:8] |f:3.4|. Procedure: The procedure described in Reference Example 1 was repeated except that 49.7 g. of acrylamide, 55.8 g. of dimethylaminoethyl methacrylate and 40.0 g. of 35 % sulfuric acid were employed to give an aqueous solution of acrylamide-dimethylaminoethyl methacrylate copolymer (70 : 30 by mole) having a concentration of 10 %, a pH of 7.3 and a viscosity of 3,000 cP at 25°C. To 680 g. of the solution were added 86 g. of 10 % aqueous solution of polyethyleneimine having a degree of polymerization of 1,500... Product: O1CCC2=C1C=CC=C2C2CCN(CC2)CC[C@@H]2CC[C@H](CC2)NC(CC(C)C)=O (trans-N-(4-{2-[4-(2,3-Dihydro-benzofuran-4-yl)-piperidin-1-yl]-ethyl}-cyclohexyl)-3-methyl-butyramide). Starting materials: solid, Cl.Cl.O1CCC2=C1C=CC=C2C2CCN(CC2)CC[C@@H]2CC[C@H](CC2)N (trans-4-{2-[4-(2,3-dihydro-benzofuran-4-yl)-piperidin-1-yl]-ethyl}-cyclohexylamine dihydrochloride), Cl.Cl.O1CCC2=C1C=CC=C2C2CCN(CC2)CC[C@@H]2CC[C@H](CC2)N (trans-4-{2-[4-(2,3-dihydro-benzofuran-4-yl)-piperidin-1-yl]-ethyl}-cyclohexylamine dihydrochloride), CC(CC(=O)O)C (3-methyl-butyric acid). Procedure details: The title compound, off-white solid (77 mg, 75%), MS (ISP) m/z=413.5 [(M+H)+], mp 197° C., was prepared in accordance with the general method of example 1 from trans-4-{2-[4-(2,3-dihydro-benzofuran-4-yl)-piperidin-1-yl]-ethyl}-cyclohexylamine dihydrochloride (intermediate B) (100 mg, 0.25 mmol) and 3-methyl-butyric acid. RXN SMILES: Cl.Cl.[O:3]1[C:7]2[CH:8]=[CH:9][CH:10]=[C:11]([CH:12]3[CH2:17][CH2:16][N:15]([CH2:18][CH2:19][C@H:20]4[CH2:25][CH2:24][C@H:23]([NH2:26])[CH2:22][CH2:21]4)[CH2:14][CH2:13]3)[C:6]=2[CH2:5][CH2:4]1.[CH3:27][CH:28]([CH3:33])[CH2:29][C:30](O)=[O:31]>>[O:3]1[C:7]2[CH:8]=[CH:9][CH:10]=[C:11]([CH:12]3[CH2:17][CH2:16][N:15]([CH2:18][CH2:19][C@H:20]4[CH2:21][CH2:22][C@H:23]([NH:26][C:30](=[O:31])[CH2:29][CH:28]([CH3:33])[CH3:27])[CH2:24][CH2:25]4)[CH2:14][CH2:13]3)[C:6]=2[CH2:5][CH2:4]1 |f:0.1.2|. Reactants: [Al+3], CC(C)(C)OCCn1nnnc1S, CCOC(C)=O, COc1ccccc1, [Cl-], [Cl-], [Cl-], ClCCl. Yields the product OCCn1nnnc1S. RXN SMILES: [Al+3:2].[C:5]([CH3:6])([CH3:7])([CH3:8])[O:9][CH2:10][CH2:11][n:12]1[n:13][n:14][n:15][c:16]1[SH:17].[CH3:18][CH2:19][O:20][C:21](=[O:22])[CH3:23].[CH3:24][O:25][c:26]1[cH:27][cH:28][cH:29][cH:30][cH:31]1.[Cl-:1].[Cl-:3].[Cl-:4].[Cl:32][CH2:33][Cl:34]>>[OH:9][CH2:10][CH2:11][n:12]1[n:13][n:14][n:15][c:16]1[SH:17]. Starting materials: C(C)(=O)NC=CC1=CC=C(C=C1)OC(COC)=O (4-(2-acetylaminovinyl)-2-methoxyacetoxybenzene), C[O-].[Na+] (sodium methoxide). Solvent: CO (methanol), CO (methanol). Run at temperature 50 celsius. Yields the product C(C)(=O)NC=CC1=CC(=C(OCC2CO2)C=C1)OC (1-[4-(2-acetylaminovinyl)-2-methoxy-phenoxy]-2,3-epoxy-propane). RXN SMILES: [C:1]([NH:4][CH:5]=[CH:6][C:7]1[CH:12]=[CH:11][C:10]([O:13][C:14](=O)[CH2:15][O:16][CH3:17])=[CH:9][CH:8]=1)(=[O:3])[CH3:2].[CH3:19][O-:20].[Na+]>CO>[C:1]([NH:4][CH:5]=[CH:6][C:7]1[CH:12]=[CH:11][C:10]([O:13][CH2:14][CH:15]2[O:16][CH2:17]2)=[C:9]([O:20][CH3:19])[CH:8]=1)(=[O:3])[CH3:2] |f:1.2|. Reported procedure: 7.5 g (0.03 mol) of 4-(2-acetylaminovinyl)-2-methoxyacetoxybenzene are suspended in 60 ml of absolute methanol a solution of 1.65 g (0.03 mol) of sodium methoxide in 15 ml of absolute methanol is added and thereafter the mixture is warmed to 50° C. for 15 minutes. It is then evaporated to dryness in vacuo. The resulting crude sodium salt of 4-(2-acetylaminovinyl)-2-methoxy-phenol is heated to the boil with 40 ml of epichlorohydrin for 18 hours whilst stirring and under a reflux condenser. Therea...